This data is from the Open Reaction Database (ORD), a public repository of structured organic reaction records. The task is: describe an organic reaction: reactants, conditions, products, and yield Starting materials: C(C)NC(=O)[C@H]1OC2=CC=C(C=C2[C@@]2(NC(NC2=O)=O)C1)F ((2S,4S)-N-ethyl-6-fluoro-2',5'-dioxospiro[chroman-4,4'-imidazolidine]-2-carboxamide), BrCCCCl (1-bromo-3-chloropropane), [H-].[Na+] (NaH). Reagents/catalysts: CN(C=O)C (N,N-dimethylformamide). The solvent is O (water). Conditions: time 15 hour. Yields the product C(C)NC(=O)[C@H]1OC2=CC=C(C=C2[C@@]2(NC(N(C2=O)CCCCl)=O)C1)F ((2S,4S)-N-Ethyl-1'-(3-chloropropyl)-6-fluoro-2',5'-dioxospiro[chroman-4,4'-imidazolidine]-2-carboxamide). Isolated yield 73.5%. Reaction SMILES: [CH2:1]([NH:3][C:4]([C@@H:6]1[CH2:21][C@@:14]2([C:18](=[O:19])[NH:17][C:16](=[O:20])[NH:15]2)[C:13]2[C:8](=[CH:9][CH:10]=[C:11]([F:22])[CH:12]=2)[O:7]1)=[O:5])[CH3:2].Br[CH2:24][CH2:25][CH2:26][Cl:27].[H-].[Na+]>CN(C)C=O.O>[CH2:1]([NH:3][C:4]([C@@H:6]1[CH2:21][C@@:14]2([C:18](=[O:19])[N:17]([CH2:24][CH2:25][CH2:26][Cl:27])[C:16](=[O:20])[NH:15]2)[C:13]2[C:8](=[CH:9][CH:10]=[C:11]([F:22])[CH:12]=2)[O:7]1)=[O:5])[CH3:2] |f:2.3|. Reported procedure: To a solution of (2S,4S)-N-ethyl-6-fluoro-2',5'-dioxospiro[chroman-4,4'-imidazolidine]-2-carboxamide (21.0 g, 68.4 mmol) in N,N-dimethylformamide (100 ml, 1.29 mmol) was added 1-bromo-3-chloropropane (21.5 g, 137 mmol). After adding 60% NaH (2.75 g, 68.8 mmol) over 30 minutes at 15°-20° C., the mixture was stirred for 15 hours at 15°-25° C. The reaction mixture was poured into iced water (500 ml), extracted with AcOEt (1000 ml×3), dried over MgSO4. The solvent was distilled off, the residue was ... Reactants: CC#CCO, CN(C)C=O, Cc1nc(Cl)cc(-c2ccccc2)n1, [H-], [Na+], O. Yields the product CC#CCOc1cc(-c2ccccc2)nc(C)n1. RXN SMILES: [CH2:15]([C:16]#[C:17][CH3:18])[OH:19].[CH3:23][N:24]([CH3:25])[CH:26]=[O:27].[Cl:1][c:2]1[n:3][c:4]([CH3:14])[n:5][c:6](-[c:8]2[cH:9][cH:10][cH:11][cH:12][cH:13]2)[cH:7]1.[H-:20].[Na+:21].[OH2:22]>>[c:2]1([O:19][CH2:15][C:16]#[C:17][CH3:18])[n:3][c:4]([CH3:14])[n:5][c:6](-[c:8]2[cH:9][cH:10][cH:11][cH:12][cH:13]2)[cH:7]1. Reactants: ester, COC1=C(C(=O)OC2=C(N(S(C3=C2C=CC=C3)(=O)=O)C)C3=NN=C(O3)C3=C(C=CC=C3)OC)C=CC=C1 (4-(2-Methoxybenzoyloxy)-3-[2-(2-methoxyphenyl)-1,3,4-oxadiazol-5-yl]-2-methyl-1,2-benzothiazine 1,1-dioxide), C[O-].[Na+] (sodium methoxide). Product: OC1=C(N(S(C2=C1C=CC=C2)(=O)=O)C)C2=NN=C(O2)C2=C(C=CC=C2)OC (4-Hydroxy-2-methyl-3-[2-(2-methoxyphenyl)-1,3,4-oxadiazol-5-yl]-1,2-benzothiazine 1,1-Dioxide). Isolated yield 94.0%. RXN SMILES: COC1C=CC=CC=1C([O:7][C:8]1[C:13]2[CH:14]=[CH:15][CH:16]=[CH:17][C:12]=2[S:11](=[O:19])(=[O:18])[N:10]([CH3:20])[C:9]=1[C:21]1[O:25][C:24]([C:26]2[CH:31]=[CH:30][CH:29]=[CH:28][C:27]=2[O:32][CH3:33])=[N:23][N:22]=1)=O.C[O-].[Na+]>>[OH:7][C:8]1[C:13]2[CH:14]=[CH:15][CH:16]=[CH:17][C:12]=2[S:11](=[O:19])(=[O:18])[N:10]([CH3:20])[C:9]=1[C:21]1[O:25][C:24]([C:26]2[CH:31]=[CH:30][CH:29]=[CH:28][C:27]=2[O:32][CH3:33])=[N:23][N:22]=1 |f:1.2|. Procedure details: The ester derivative of (a) was treated with sodium methoxide according to the procedure of Example 4 to give the title compound in 94% yield. The reactants are C(#N)C1=CC=C(C=C1)C=1SC(=C(N1)C)C(=O)N(CCO)[C@@H]([C@@](CN1N=CN=C1)(O)C1=C(C=C(C=C1)F)F)C ((1R,2R)-2-(4-cyanophenyl)-N-[2-(2,4-difluorophenyl)-2-hydroxy-1-methyl-3-(1H-1,2,4-triazol-1-yl)propyl]-N-(2-hydroxyethyl)-4-methylthiazole-5-carboxamide), C(CCC)P(CCCC)CCCC (tributylphosphine). Run in C1CCOC1 (THF). The product is FC1=C(C=CC(=C1)F)[C@]1([C@H](N(CCO1)C(=O)C1=C(N=C(S1)C1=CC=C(C#N)C=C1)C)C)CN1N=CN=C1 ((2R,3R)-4-[5-[2-(2,4-Difluorophenyl)-3-methyl-2-[(1H-1,2,4-triazol-1-yl)methyl]morpholine-4-carbonyl]-4-methylthiazol-2-yl]benzonitrile). Reaction SMILES: [C:1]([C:3]1[CH:8]=[CH:7][C:6]([C:9]2[S:10][C:11]([C:15]([N:17]([C@H:21]([CH3:38])[C@:22]([C:30]3[CH:35]=[CH:34][C:33]([F:36])=[CH:32][C:31]=3[F:37])([OH:29])[CH2:23][N:24]3[CH:28]=[N:27][CH:26]=[N:25]3)[CH2:18][CH2:19]O)=[O:16])=[C:12]([CH3:14])[N:13]=2)=[CH:5][CH:4]=1)#[N:2].C(P(CCCC)CCCC)CCC>C1COCC1>[F:37][C:31]1[CH:32]=[C:33]([F:36])[CH:34]=[CH:35][C:30]=1[C@:22]1([CH2:23][N:24]2[CH:28]=[N:27][CH:26]=[N:25]2)[O:29][CH2:19][CH2:18][N:17]([C:15]([C:11]2[S:10][C:9]([C:6]3[CH:5]=[CH:4][C:3]([C:1]#[N:2])=[CH:8][CH:7]=3)=[N:13][C:12]=2[CH3:14])=[O:16])[C@@H:21]1[CH3:38]. Procedure details: A cooled (0° C.) solution of (1R,2R)-2-(4-cyanophenyl)-N-[2-(2,4-difluorophenyl)-2-hydroxy-1-methyl-3-(1H-1,2,4-triazol-1-yl)propyl]-N-(2-hydroxyethyl)-4-methylthiazole-5-carboxamide (0.45 g, 0.83 mmol, obtained in example 82) in THF (10 mL) was treated with diethylazadicarboxylate (0.20 mL, 1.25 mmol) and tributylphosphine (0.31 mL, 1.25 mmol) for 20 h at room temperature. The mixture was evaporated to dryness and the residue was purified by flash chromatography to give the title compound as a ...